describe an organic reaction: reactants, conditions, products, and yield From a dataset of the Open Reaction Database (ORD), a public repository of structured organic reaction records. The product is CC(C)C(=O)NC(CS)C(=O)NCCSC(=O)c1ccccc1. Reactants: CC(C)C(=O)NC(CSC(c1ccccc1)(c1ccccc1)c1ccccc1)C(=O)NCCSC(=O)c1ccccc1, CC(=O)NC(CS)C(=O)NCCSC(C)=O. RXN SMILES: [C:1]([CH:2]([CH3:3])[CH3:4])(=[O:5])[NH:6][CH:7]([CH2:8][S:9][C:10]([c:11]1[cH:12][cH:13][cH:14][cH:15][cH:16]1)([c:17]1[cH:18][cH:19][cH:20][cH:21][cH:22]1)[c:23]1[cH:24][cH:25][cH:26][cH:27][cH:28]1)[C:29](=[O:30])[NH:31][CH2:32][CH2:33][S:34][C:35]([c:36]1[cH:37][cH:38][cH:39][cH:40][cH:41]1)=[O:42].[C:43]([NH:44][CH:45]([C:46]([NH:47][CH2:48][CH2:49][S:50][C:51](=[O:52])[CH3:53])=[O:54])[CH2:55][SH:56])(=[O:57])[CH3:58]>>[C:1]([CH:2]([CH3:3])[CH3:4])(=[O:5])[NH:6][CH:7]([CH2:8][SH:9])[C:29](=[O:30])[NH:31][CH2:32][CH2:33][S:34][C:35]([c:36]1[cH:37][cH:38][cH:39][cH:40][cH:41]1)=[O:42]. The reactants are C(C)(=O)N1CCC2=C(C(C1)C1=CC=CC=C1)C=C(C(=C2)S(=O)(=O)Cl)OC (3-acetyl-7-chlorosulfonyl-8-methoxy-1-phenyl-2,3,4,5-tetrahydro-1H-3-benzazepine), CN (methylamine). Product: Cl (hydrochloric acid), Cl.COC=1C(=CC2=C(C(CNCC2)C2=CC=CC=C2)C1)S(NC)(=O)=O (8-methoxy-7-(N-methylsulfamoyl)-1-phenyl-2,3,4,5-tetrahydro-1H-3-benzazepine hydrochloride). As a reaction SMILES: C([N:4]1[CH2:10][CH:9]([C:11]2[CH:16]=[CH:15][CH:14]=[CH:13][CH:12]=2)[C:8]2[CH:17]=[C:18]([O:25][CH3:26])[C:19]([S:21]([Cl:24])(=[O:23])=[O:22])=[CH:20][C:7]=2[CH2:6][CH2:5]1)(=O)C.[CH3:27][NH2:28]>>[ClH:24].[ClH:24].[CH3:26][O:25][C:18]1[C:19]([S:21](=[O:23])(=[O:22])[NH:28][CH3:27])=[CH:20][C:7]2[CH2:6][CH2:5][NH:4][CH2:10][CH:9]([C:11]3[CH:16]=[CH:15][CH:14]=[CH:13][CH:12]=3)[C:8]=2[CH:17]=1 |f:3.4|. Procedure: Following the general procedure of Example 2, 3-acetyl-7-chlorosulfonyl-8-methoxy-1-phenyl-2,3,4,5-tetrahydro-1H-3-benzazepine is treated with methylamine and then with refluxing hydrochloric acid to give 8-methoxy-7-(N-methylsulfamoyl)-1-phenyl-2,3,4,5-tetrahydro-1H-3-benzazepine hydrochloride. By the procedure of Example 2, the methoxy compound is treated with hydrobromic acid to afford 8-hydroxy-7 (N-methylsulfamoyl)-1-phenyl-2,3,4,5-tetrahydro-1H-3-benzazepine hydrobromide. The reactants are BrC=1C=NC2=CC=CC=C2C1 (3-bromoquinoline), [OH-].[NH4+] (ammonium hydroxide), NC=1C=C2[C@H]3[C@@H](N4C2=C(C1)COCC4)CCN(C3)C(=O)OC(C)(C)C (tert-butyl (7bR,11aS)-6-amino-1,2,7b,10,11,11a-hexahydro-4H-[1,4]oxazepino[6,5,4-hi]pyrido[4,3-b]indole-9(8H)Carboxylate), (7bR,11aS)-N-(3-quinolinyl)-1,2,7b,8,9,10,11,11a-octahydro-4H-[1,4]oxazepino[6,5,4-hi]pyrido[4,3-b]indol-6-amine, bis-trifluoroacetic acid salt. The product is N1=CC(=CC2=CC=CC=C12)NC=1C=C2[C@H]3[C@@H](N4C2=C(C1)COCC4)CCNC3 ((7bR,11aS)-N-(3-quinolinyl)-1,2,7b,8,9,10,11,11a-octahydro-4H-[1,4]oxazepino[6,5,4-hi]pyrido[4,3-b]indol-6-amine). Reaction SMILES: Br[C:2]1[CH:3]=[N:4][C:5]2[C:10]([CH:11]=1)=[CH:9][CH:8]=[CH:7][CH:6]=2.[NH2:12][C:13]1[CH:14]=[C:15]2[C:19]3=[C:20]([CH2:22][O:23][CH2:24][CH2:25][N:18]3[C@H:17]3[CH2:26][CH2:27][N:28](C(OC(C)(C)C)=O)[CH2:29][C@@H:16]23)[CH:21]=1.[OH-].[NH4+]>>[N:4]1[C:5]2[C:10](=[CH:9][CH:8]=[CH:7][CH:6]=2)[CH:11]=[C:2]([NH:12][C:13]2[CH:14]=[C:15]3[C:19]4=[C:20]([CH2:22][O:23][CH2:24][CH2:25][N:18]4[C@H:17]4[CH2:26][CH2:27][NH:28][CH2:29][C@@H:16]34)[CH:21]=2)[CH:3]=1 |f:2.3|. Reported procedure: Using 3-bromoquinoline and following the procedures described in EXAMPLE 56, Part C, tert-butyl (7bR,11aS)-6-amino-1,2,7b,10,11,11a-hexahydro-4H-[1,4]oxazepino[6,5,4-hi]pyrido[4,3-b]indole-9(8H)Carboxylate from EXAMPLE 56, Part B was converted into (7bR,11aS)-N-(3-quinolinyl)-1,2,7b,8,9,10,11,11a-octahydro-4H-[1,4]oxazepino[6,5,4-hi]pyrido[4,3-b]indol-6-amine, bis-trifluoroacetic acid salt. This material was free-based with aq ammonium hydroxide, extracted with chloroform, washed with brine, dri...